This data is from the Open Reaction Database (ORD), a public repository of structured organic reaction records. The task is: describe an organic reaction: reactants, conditions, products, and yield Starting materials: NC=1OC[C@]2(C3=CC(=CC(=C3OC=3C=CC(=CC23)OC)F)N2C(CCC2)=O)N1 ((S)-1-(2-amino-5′-fluoro-2′-methoxy-5H-spiro[oxazole-4,9′-xanthene]-7′-yl)pyrrolidin-2-one), C(Cl)Cl (DCM). Run at time 30 minute. The product is NC=1OC[C@]2(C3=CC(=CC(=C3OC=3C=CC(=CC23)O)F)N2C(CCC2)=O)N1 ((S)-1-(2-amino-5′-fluoro-2′-hydroxy-5H-spiro[oxazole-4,9′-xanthene]-7′-yl)pyrrolidin-2-one). As a reaction SMILES: [NH2:1][C:2]1[O:3][CH2:4][C@:5]2([N:28]=1)[C:18]1[CH:17]=[C:16]([O:19]C)[CH:15]=[CH:14][C:13]=1[O:12][C:11]1[C:6]2=[CH:7][C:8]([N:22]2[CH2:26][CH2:25][CH2:24][C:23]2=[O:27])=[CH:9][C:10]=1[F:21].C(Cl)Cl>>[NH2:1][C:2]1[O:3][CH2:4][C@:5]2([N:28]=1)[C:18]1[CH:17]=[C:16]([OH:19])[CH:15]=[CH:14][C:13]=1[O:12][C:11]1[C:6]2=[CH:7][C:8]([N:22]2[CH2:26][CH2:25][CH2:24][C:23]2=[O:27])=[CH:9][C:10]=1[F:21]. Procedure: To a solution of (S)-1-(2-amino-5′-fluoro-2′-methoxy-5H-spiro[oxazole-4,9′-xanthene]-7′-yl)pyrrolidin-2-one (377 mg, 0.98 mmol) in DCM (6 mL) boron tribromide (0.2 mL, 2.46 mmol) was added at 0° C. The bath was removed and the mixture was allowed to warm up to RT and stirred for 30 min. The reaction was quenched with sat NaHCO3 and diluted with DCM. The insoluble material was dissolved by adding MeOH. Organic layer was filtered through celite and concentrated to afford (S)-1-(2-amino-5′-fluoro-2...